This data is from the Open Reaction Database (ORD), a public repository of structured organic reaction records. The task is: describe an organic reaction: reactants, conditions, products, and yield Reaction SMILES: [C:1]([OH:6])(=[O:5])[CH:2]([CH3:4])[OH:3].[C:7]([O-:12])(=[O:11])[CH:8]([CH3:10])[OH:9].[C:13](=[O:16])([O-:15])[O-:14].[Ca+2:17]>>[C:1]([O-:6])(=[O:5])[CH:2]([CH3:4])[OH:3].[Ca+2:17].[C:7]([O-:12])(=[O:11])[CH:8]([CH3:10])[OH:9].[C:13](=[O:14])([O-:16])[O-:15].[Ca+2:17] |f:2.3,4.5.6,7.8|. The reactants are C(C(O)C)(=O)[O-] (lactate), C(C(O)C)(=O)[O-] (lactate), C(C(O)C)(=O)O (lactic acid), C([O-])([O-])=O.[Ca+2] (calcium carbonate), C(C(O)C)(=O)[O-] (lactate), C(C(O)C)(=O)O (lactic acid), C(C(O)C)(=O)O (lactic acid), C([O-])([O-])=O.[Ca+2] (calcium carbonate). Reported procedure: According to the present invention, the method for screening microbial strains with the lactic acid yield of more than about 75% may comprise directly measuring the lactic acid yield or screening the microbial strain having more sets of exogenous lactate dehydrogenase gene, and preferably, screening the microbial strain having more sets of exogenous lactate dehydrogenase genes. In a preferred embodiment of the present invention, screening is carried out in the culture medium containing calcium c... Yields the product C(C(O)C)(=O)[O-].[Ca+2].C(C(O)C)(=O)[O-] (calcium lactate), C([O-])([O-])=O.[Ca+2] (calcium carbonate). The reactants are OC1=CC=C(C=C1)C(=O)N1[C@@H](CCC1)CN1CCCC1 ((4-Hydroxy-phenyl)-(2-(S)-pyrrolidin-1-ylmethyl-pyrrolidin-1-yl)-methanone), Br.BrCC=1C=NC=CC1 (3-(bromomethyl)pyridine hydrobromide). The product is N1=CC(=CC=C1)COC1=CC=C(C=C1)C(=O)N1[C@@H](CCC1)CN1CCCC1 ([4-(Pyridin-3-ylmethoxy)-phenyl]-(2-(S)-pyrrolidin-1-ylmethyl-pyrrolidin-1-yl)-methanone). RXN SMILES: [OH:1][C:2]1[CH:7]=[CH:6][C:5]([C:8]([N:10]2[CH2:14][CH2:13][CH2:12][C@H:11]2[CH2:15][N:16]2[CH2:20][CH2:19][CH2:18][CH2:17]2)=[O:9])=[CH:4][CH:3]=1.Br.Br[CH2:23][C:24]1[CH:25]=[N:26][CH:27]=[CH:28][CH:29]=1>>[N:26]1[CH:27]=[CH:28][CH:29]=[C:24]([CH2:23][O:1][C:2]2[CH:7]=[CH:6][C:5]([C:8]([N:10]3[CH2:14][CH2:13][CH2:12][C@H:11]3[CH2:15][N:16]3[CH2:17][CH2:18][CH2:19][CH2:20]3)=[O:9])=[CH:4][CH:3]=2)[CH:25]=1 |f:1.2|. Procedure details: The title compound is prepared in a manner substantially analogous to Procedure B using (4-Hydroxy-phenyl)-(2-(S)-pyrrolidin-1-ylmethyl-pyrrolidin-1-yl)-methanone and 3-(bromomethyl)pyridine hydrobromide. MS (ES+) 366.2 Reactants: C12CC3OC(C(C3C1)C2)O (4-oxatricyclo[4.2.1.03,7]nonan-5-ol), C(C)(=O)OC(C)=O (acetic anhydride). Run in N1=CC=CC=C1 (pyridine). Conditions: temperature 50 celsius. Yields the product C(C)(=O)OC1OC2CC3CC2C1C3 (4-oxatricyclo[4.2.1.03,7]non-5-yl acetate). Isolated yield 87.9%. As a reaction SMILES: [CH:1]12[CH2:9][CH:6]3[CH:7]([CH2:8]1)[CH:3]([O:4][CH:5]3[OH:10])[CH2:2]2.[C:11](OC(=O)C)(=[O:13])[CH3:12]>N1C=CC=CC=1>[C:11]([O:10][CH:5]1[CH:6]2[CH2:9][CH:1]3[CH2:8][CH:7]2[CH:3]([CH2:2]3)[O:4]1)(=[O:13])[CH3:12]. Procedure details: A mixture of 14 g of 4-oxatricyclo[4.2.1.03,7]nonan-5-ol, 12 g of pyridine and 14 g of acetic anhydride was heated at 50° C. for 5 hours. The reaction mixture was concentrated. The concentrate was purified by distillation, obtaining 16 g (yield 88%) of the target compound. The reactants are C[Si](CCOCN(C1=C(C(=NC=2N1N=CC2C=2C=NC1=CC=CC=C1C2)C2CCC(CC2)CC(=O)O)Br)COCC[Si](C)(C)C)(C)C (2-(4-(7-(bis((2-(trimethylsilyl)ethoxy)methyl)amino)-6-bromo-3-(quinolin-3-yl)pyrazolo[1,5-a]pyrimidin-5-yl)cyclohexyl)acetic acid), CS(=O)(=O)N (methanesulfonamide), Cl.C(C)N=C=NCCCN(C)C (1-ethyl-3-(3-dimethylaminopropyl)carbodiimide hydrochloride). The reagents and catalysts are CN(C1=CC=NC=C1)C (4-dimethylaminopyridine). Solvent: ClCCl (dichloromethane). Conditions: time 16 hour. The product is NC1=C(C(=NC=2N1N=CC2C=2C=NC1=CC=CC=C1C2)C2CCC(CC2)CC(=O)NS(=O)(=O)C)Br (2-(4-(7-amino-6-bromo-3-(quinolin-3-yl)pyrazolo[1,5-a]pyrimidin-5-yl)cyclohexyl)-N-(methylsulfonyl)acetamide). Reaction SMILES: C[Si](C)(C)CCOC[N:7](COCC[Si](C)(C)C)[C:8]1[N:13]2[N:14]=[CH:15][C:16]([C:17]3[CH:18]=[N:19][C:20]4[C:25]([CH:26]=3)=[CH:24][CH:23]=[CH:22][CH:21]=4)=[C:12]2[N:11]=[C:10]([CH:27]2[CH2:32][CH2:31][CH:30]([CH2:33][C:34](O)=[O:35])[CH2:29][CH2:28]2)[C:9]=1[Br:37].[CH3:48][S:49]([NH2:52])(=[O:51])=[O:50].Cl.C(N=C=NCCCN(C)C)C>CN(C)C1C=CN=CC=1.ClCCl>[NH2:7][C:8]1[N:13]2[N:14]=[CH:15][C:16]([C:17]3[CH:18]=[N:19][C:20]4[C:25]([CH:26]=3)=[CH:24][CH:23]=[CH:22][CH:21]=4)=[C:12]2[N:11]=[C:10]([CH:27]2[CH2:32][CH2:31][CH:30]([CH2:33][C:34]([NH:52][S:49]([CH3:48])(=[O:51])=[O:50])=[O:35])[CH2:29][CH2:28]2)[C:9]=1[Br:37] |f:2.3|. Procedure details: A mixture of 2-(4-(7-(bis((2-(trimethylsilyl)ethoxy)methyl)amino)-6-bromo-3-(quinolin-3-yl)pyrazolo[1,5-a]pyrimidin-5-yl)cyclohexyl)acetic acid (60 mg, 0.081 mmol), methanesulfonamide (12 mg, 0.122 mmol), 4-dimethylaminopyridine (20 mg, 0.163 mmol) and 1-ethyl-3-(3-dimethylaminopropyl)carbodiimide hydrochloride (32 mg, 0.163 mmol) in dichloromethane (2.0 ml) was stirred at room temperature for 16 h. The reaction mixture was concentrated in vacuo. The crude mixture was dissolved in methanol (2 ml...